Dataset: the Open Reaction Database (ORD), a public repository of structured organic reaction records. Task: describe an organic reaction: reactants, conditions, products, and yield The reactants are CCOP(=O)(CP(=O)(OCC)OCC)OCC, CC1=C(C)C(=O)N(c2ccc(Cl)c(C=O)c2)C1=O, [H-], [Na+]. The product is CCOP(=O)(C=Cc1cc(N2C(=O)C(C)=C(C)C2=O)ccc1Cl)OCC. RXN SMILES: [CH2:1]([P:2]([O:3][CH2:4][CH3:5])(=[O:6])[O:7][CH2:8][CH3:9])[P:10]([O:11][CH2:12][CH3:13])(=[O:14])[O:15][CH2:16][CH3:17].[Cl:20][c:21]1[c:22]([CH:23]=[O:24])[cH:25][c:26]([N:29]2[C:30](=[O:37])[C:31]([CH3:36])=[C:32]([CH3:35])[C:33]2=[O:34])[cH:27][cH:28]1.[H-:18].[Na+:19]>>[CH:1]([P:10]([O:11][CH2:12][CH3:13])(=[O:14])[O:15][CH2:16][CH3:17])=[CH:23][c:22]1[c:21]([Cl:20])[cH:28][cH:27][c:26]([N:29]2[C:30](=[O:37])[C:31]([CH3:36])=[C:32]([CH3:35])[C:33]2=[O:34])[cH:25]1. Starting materials: BrC=1C(=CC(=NC1)C(=O)O)OCC(F)(F)F (5-Bromo-4-(2,2,2-trifluoro-ethoxy)-pyridine-2-carboxylic acid), NC(C#N)(CS(=O)(=O)C)C (2-Amino-3-methanesulfonyl-2-methyl-propionitrile). Product: C(#N)C(CS(=O)(=O)C)(C)NC(=O)C1=NC=C(C(=C1)OCC(F)(F)F)Br (5-Bromo-4-(2,2,2-trifluoro-ethoxy)-pyridine-2-carboxylic acid (1-cyano-2-methanesulfonyl-1-methyl-ethyl)-amide). Reaction SMILES: [Br:1][C:2]1[C:3]([O:11][CH2:12][C:13]([F:16])([F:15])[F:14])=[CH:4][C:5]([C:8]([OH:10])=O)=[N:6][CH:7]=1.[NH2:17][C:18]([CH3:26])([CH2:21][S:22]([CH3:25])(=[O:24])=[O:23])[C:19]#[N:20]>>[C:19]([C:18]([NH:17][C:8]([C:5]1[CH:4]=[C:3]([O:11][CH2:12][C:13]([F:16])([F:15])[F:14])[C:2]([Br:1])=[CH:7][N:6]=1)=[O:10])([CH3:26])[CH2:21][S:22]([CH3:25])(=[O:24])=[O:23])#[N:20]. Procedure details: The title compound was synthesized in analogy to Example 78e, using 5-Bromo-4-(2,2,2-trifluoro-ethoxy)-pyridine-2-carboxylic acid (Example 78d) and 2-Amino-3-methanesulfonyl-2-methyl-propionitrile (Example 80a) as starting material and isolated (570 mg, 77%) as a yellow oil; MS (ESI, m/z): 444.3 (M+H+).